This data is from the Open Reaction Database (ORD), a public repository of structured organic reaction records. The task is: describe an organic reaction: reactants, conditions, products, and yield Reactants: CN1N=C(N=C1)C1=CC=C(S1)C=1CCNCC1 (4-[5-(1-methyl-1H-[1,2,4]triazol-3-yl)-thiophen-2-yl]-1,2,3,6-tetrahydro-pyridine), TEA, ClCC(=O)Cl (chloroacetyl chloride). The solvent is ClCCl (dichloromethane). Conditions: temperature 0 celsius, time 10 minute. Product: ClCC(=O)N1CCC(=CC1)C=1SC(=CC1)C1=NN(C=N1)C (2-chloro-1-{4-[5-(1-methyl-1H-[1,2,4]triazol-3-yl)-thiophen-2-yl]-3,6-dihydro-2H-pyridin-1-yl}-ethanone). As a reaction SMILES: [CH3:1][N:2]1[CH:6]=[N:5][C:4]([C:7]2[S:11][C:10]([C:12]3[CH2:13][CH2:14][NH:15][CH2:16][CH:17]=3)=[CH:9][CH:8]=2)=[N:3]1.[Cl:18][CH2:19][C:20](Cl)=[O:21]>ClCCl>[Cl:18][CH2:19][C:20]([N:15]1[CH2:14][CH:13]=[C:12]([C:10]2[S:11][C:7]([C:4]3[N:5]=[CH:6][N:2]([CH3:1])[N:3]=3)=[CH:8][CH:9]=2)[CH2:17][CH2:16]1)=[O:21]. Reported procedure: To a cold (0° C.) solution of 4-[5-(1-methyl-1H-[1,2,4]triazol-3-yl)-thiophen-2-yl]-1,2,3,6-tetrahydro-pyridine (7BW) (1.5 g, 4.72 mmol) in dichloromethane (50 ml) was added TEA (4.5 ml, 28.32 mmol) dropwise. After stirred at 0° C. for 10 min, chloroacetyl chloride (1.12 ml, 14.2 mmol) was added to the reaction mixture. The resulting mixture was stirred at 0° C. for 1 hr., and quenched with water (15.6 ml). The reaction mixture was diluted with dichloromethane (200 ml). The organic layer was sep... The reactants are C(OCC1=CC(=CC=C1)Br)(OC1=CC=C(C=C1)[N+](=O)[O-])=O (3-bromobenzyl 4-nitrophenyl carbonate), BrC=1C=C(C=CC1)CO ((3-bromophenyl)methanol), CC1=C(OCCCC(=O)N2CCCC3=C(C=CC=C23)C=2C=NN(C2)C(CO)(C)C)C=CC=C1C (4-(2,3-dimethylphenoxy)-1-(5-(1-(1-hydroxy-2-methylpropan-2-yl)-1H-pyrazol-4-yl)-3,4-dihydroquinolin-1(2H)-yl)butan-1-one). Product: C(OCC(C)(C)N1N=CC(=C1)C1=C2CCCN(C2=CC=C1)C(CCCOC1=C(C(=CC=C1)C)C)=O)(OC1=CC=C(C=C1)[N+](=O)[O-])=O (2-(4-(1-(4-(2,3-Dimethylphenoxy)butanoyl)-1,2,3,4-tetrahydroquinolin-5-yl)-1H-pyrazol-1-yl)-2-methylpropyl 4-nitrophenyl carbonate). As a reaction SMILES: [C:1](=[O:21])([O:11][C:12]1[CH:17]=[CH:16][C:15]([N+:18]([O-:20])=[O:19])=[CH:14][CH:13]=1)[O:2][CH2:3][C:4]1[CH:9]=CC=C(Br)[CH:5]=1.BrC1C=C(CO)C=CC=1.[CH3:31][C:32]1[C:63]([CH3:64])=[CH:62][CH:61]=[CH:60][C:33]=1[O:34][CH2:35][CH2:36][CH2:37][C:38]([N:40]1[C:49]2[C:44](=[C:45]([C:50]3[CH:51]=[N:52][N:53](C(C)(C)CO)[CH:54]=3)[CH:46]=[CH:47][CH:48]=2)[CH2:43][CH2:42][CH2:41]1)=[O:39]>>[C:1](=[O:21])([O:11][C:12]1[CH:13]=[CH:14][C:15]([N+:18]([O-:20])=[O:19])=[CH:16][CH:17]=1)[O:2][CH2:3][C:4]([N:52]1[CH:51]=[C:50]([C:45]2[CH:46]=[CH:47][CH:48]=[C:49]3[C:44]=2[CH2:43][CH2:42][CH2:41][N:40]3[C:38](=[O:39])[CH2:37][CH2:36][CH2:35][O:34][C:33]2[CH:60]=[CH:61][CH:62]=[C:63]([CH3:64])[C:32]=2[CH3:31])[CH:54]=[N:53]1)([CH3:5])[CH3:9]. Reported procedure: The title compound was prepared using a procedure analogous to 3-bromobenzyl 4-nitrophenyl carbonate except that (3-bromophenyl)methanol was replaced with 4-(2,3-dimethylphenoxy)-1-(5-(1-(1-hydroxy-2-methylpropan-2-yl)-1H-pyrazol-4-yl)-3,4-dihydroquinolin-1(2H)-yl)butan-1-one. LCMS, [M+H]+=627.5. Starting materials: O=C(CCl)N1CCCc2cc(Br)ccc21, C1CCOC1. Product: ClCCN1CCCc2cc(Br)ccc21. Reaction SMILES: [Br:1][c:2]1[cH:3][c:4]2[c:9]([cH:10][cH:11]1)[N:8]([C:12]([CH2:13][Cl:14])=[O:15])[CH2:7][CH2:6][CH2:5]2.[CH2:16]1[O:17][CH2:18][CH2:19][CH2:20]1>>[Br:1][c:2]1[cH:3][c:4]2[c:9]([cH:10][cH:11]1)[N:8]([CH2:12][CH2:13][Cl:14])[CH2:7][CH2:6][CH2:5]2. Starting materials: BrC1=CC(=C2N=C(C(=NC2=C1)OC)OC)CO (7-bromo-5-hydroxymethyl-2,3-dimethoxy-quinoxaline). The solvent is C(C)(=O)O (acetic acid), Cl (hydrochloric acid). Reaction conditions: temperature 20 celsius. The product is BrC1=CC(=C2NC(C(NC2=C1)=O)=O)CO (7-Bromo-2,3-dioxo-5-hydroxymethyl-1,2,3,4-tetrahydroquinoxaline). Reaction SMILES: [Br:1][C:2]1[CH:11]=[C:10]2[C:5]([N:6]=[C:7]([O:14]C)[C:8]([O:12]C)=[N:9]2)=[C:4]([CH2:16][OH:17])[CH:3]=1>C(O)(=O)C.Cl>[Br:1][C:2]1[CH:11]=[C:10]2[C:5]([NH:6][C:7](=[O:14])[C:8](=[O:12])[NH:9]2)=[C:4]([CH2:16][OH:17])[CH:3]=1. Procedure: 450 mg (1.5 mmol) of 7-bromo-5-hydroxymethyl-2,3-dimethoxy-quinoxaline are dissolved in 30 ml of acetic acid and 10 ml of 2N hydrochloric acid, and the solution is heated at reflux for 2 hours and cooled to 20° C. The solid is filtered off, washed with water and dried. Starting materials: C(C1=CC=CC=C1)OC(=O)N[C@H]1C(N[C@@H]1CC(OC)OC)=O ((3R,4R)-3-benzyloxycarbonylamino-4-(2,2-dimethoxyethyl)azetidin-2-one), CC(=O)C (acetone), C([O-])(O)=O.[Na+] (sodium bicarbonate), [BH4-].[Na+] (sodium borohydride). Solvent: O1CCCC1 (tetrahydrofuran), Cl (hydrochloric acid), C(C)(=O)O (acetic acid). Run at temperature 50 celsius, time 5 minute. Product: C(C1=CC=CC=C1)OC(=O)N[C@H]1C(N[C@@H]1CCO)=O ((3R,4R)-3-benzyloxycarbonylamino-4-(2-hydroxyethyl)azetidin-2-one). Isolated yield 61.1%. Reaction SMILES: [CH2:1]([O:8][C:9]([NH:11][C@@H:12]1[C@@H:15]([CH2:16][CH:17](OC)[O:18]C)[NH:14][C:13]1=[O:22])=[O:10])[C:2]1[CH:7]=[CH:6][CH:5]=[CH:4][CH:3]=1.C(=O)(O)[O-].[Na+].[BH4-].[Na+].CC(C)=O>O1CCCC1.Cl.C(O)(=O)C>[CH2:1]([O:8][C:9]([NH:11][C@@H:12]1[C@@H:15]([CH2:16][CH2:17][OH:18])[NH:14][C:13]1=[O:22])=[O:10])[C:2]1[CH:3]=[CH:4][CH:5]=[CH:6][CH:7]=1 |f:1.2,3.4|. Reported procedure: A solution of (3R,4R)-3-benzyloxycarbonylamino-4-(2,2-dimethoxyethyl)azetidin-2-one (0.60 g) in a mixture of tetrahydrofuran (10 ml) and 0.5 N hydrochloric acid (2 ml) was heated at 50° C. for 1 hour. The mixture was cooled to 0° C. and 1 N aqueous sodium bicarbonate (1.2 ml) was added to the mixture at 0° C. After stirring for 5 minutes at 0° C., sodium borohydride (0.10 g) was added to the mixture at 0° C. After stirring for 15 minutes at 0° C., acetone (0.77 ml) and acetic acid (0.30 ml) were... Starting materials: C(C)(=O)O.O1C2C13CC[C@H]1[C@@H]4CC[C@H]([C@@H](CO)C)[C@]4(CC[C@@H]1[C@]3(CCC2=O)C)C ((20S)-4,5-epoxy21-hydroxy-20-methylpregnan-3-one acetate), O (water), [N-]=[N+]=[N-].[Na+] (sodium azide), S(O)(O)(=O)=O (sulfuric acid). Solvent: CS(=O)C (dimethyl sulfoxide). Run at temperature 60 celsius, time 30 minute. Product: C(C)(=O)O.N(=[N+]=[N-])C1=C2CC[C@H]3[C@@H]4CC[C@H]([C@@H](CO)C)[C@]4(CC[C@@H]3[C@]2(CCC1=O)C)C ((20S)-4-azido-21-hydroxy-20-methylpregn-4-en-3-one acetate). The yield is 48.0%. As a reaction SMILES: [C:1]([OH:4])(=[O:3])[CH3:2].O1[C:7]23[C@:23]([CH3:28])([CH2:24][CH2:25][C:26](=[O:27])[CH:6]12)[C@@H:22]1[C@H:10]([C@H:11]2[C@:19]([CH3:29])([CH2:20][CH2:21]1)[C@@H:14]([C@H:15]([CH3:18])[CH2:16][OH:17])[CH2:13][CH2:12]2)[CH2:9][CH2:8]3.[N-:30]=[N+:31]=[N-:32].[Na+].S(=O)(=O)(O)O.O>CS(C)=O>[C:1]([OH:4])(=[O:3])[CH3:2].[N:30]([C:6]1[C:26](=[O:27])[CH2:25][CH2:24][C@@:23]2([CH3:28])[C:7]=1[CH2:8][CH2:9][C@@H:10]1[C@@H:22]2[CH2:21][CH2:20][C@@:19]2([CH3:29])[C@H:11]1[CH2:12][CH2:13][C@@H:14]2[C@H:15]([CH3:18])[CH2:16][OH:17])=[N+:31]=[N-:32] |f:0.1,2.3,7.8|. Procedure details: To a vigorously stirred solution of the (20S)-4,5-epoxy21-hydroxy-20-methylpregnan-3-one acetate (3.0 g, 7.72 mmole) obtained in the preceding example, in dimethyl sulfoxide (100 mL), there was added sodium azide (8.2 g) and then concentrated sulfuric acid (0.55 mL). The mixture was heated at 60° C. for 1.5 hours and the cooled mixture was poured into cold water (700 mL). After stirring for 30 minutes, the solids were collected by filtration, washed with water and dried by suction. The resulting... The reactants are N([C@@H](CCCCNC(=O)OCC1=CC=CC=C1)C(=O)OC)C(=O)OC(C)(C)C (Boc-Lys(Cbz)-OMe), C(C)(=O)OCC (Ethyl acetate). The reagents and catalysts are [Pd] (Palladium). Solvent: CO (MeOH). Run at time 2 hour. Yields the product N([C@@H](CCCCN)C(=O)OC)C(=O)OC(C)(C)C (Boc-Lys-OMe), ( 6 ). Reaction SMILES: [NH:1]([C:22]([O:24][C:25]([CH3:28])([CH3:27])[CH3:26])=[O:23])[C@H:2]([C:18]([O:20][CH3:21])=[O:19])[CH2:3][CH2:4][CH2:5][CH2:6][NH:7]C(OCC1C=CC=CC=1)=O.C(OCC)(=O)C>CO.[Pd]>[NH:1]([C:22]([O:24][C:25]([CH3:28])([CH3:27])[CH3:26])=[O:23])[C@H:2]([C:18]([O:20][CH3:21])=[O:19])[CH2:3][CH2:4][CH2:5][CH2:6][NH2:7]. Procedure: 1.0 g of Boc-Lys(Cbz)-OMe (5) was dissolved in 40 mL MeOH:Ethyl acetate. 100 mg of Palladium on active carbon (Pd/C) was added to the solution. The solution was stirred under hydrogen for 2 hrs. The organic solution was filtered through Celite and washed with 10 mL MeOH. The filtrate was evaporated under reduced pressure to yield Boc-Lys-OMe of formula (6) Starting materials: [C]=O (carbon monoxide), O=O (oxygen), [O-]C1=CC=CC=C1.[Na+].[Na+].[O-]C1=CC=CC=C1 (disodium phenoxide), C1(=CC=CC=C1)O (phenol). Reagents/catalysts: [Br-].C(CCC)[N+](CCCC)(CCCC)CCCC (tetra-n-butylammonium bromide), [Pd].[O-2].[Mn+2] (Pd Manganese oxide). Product: C(OC1=CC=CC=C1)(OC1=CC=CC=C1)=O (Diphenyl Carbonate). RXN SMILES: [O-:1][C:2]1[CH:7]=[CH:6][CH:5]=[CH:4][CH:3]=1.[Na+].[Na+].[O-:10][C:11]1[CH:16]=[CH:15][CH:14]=[CH:13][CH:12]=1.[C:17]1([OH:23])C=CC=CC=1.[C]=O.O=O>[Br-].C([N+](CCCC)(CCCC)CCCC)CCC.[Pd].[O-2].[Mn+2]>[C:17](=[O:23])([O:10][C:11]1[CH:16]=[CH:15][CH:14]=[CH:13][CH:12]=1)[O:1][C:2]1[CH:7]=[CH:6][CH:5]=[CH:4][CH:3]=1 |f:0.1.2.3,7.8,9.10.11,^3:23|. Reported procedure: Using the same 100-ml reactor as in Examples 1 to 14, the reaction was carried out in the presence of 1000 mg of the above-mentioned supported catalyst (2.5% Pd/Manganese oxide) under the same conditions as in the examples, that is, in each case of the addition (Comparative Example 6) or no addition (Comparative Example 7) of disodium phenoxide, 50.0 g of phenol and 1000 mg of tetra-n-butylammonium bromide were charged, and the reaction was carried out at a reaction temperature of 80° C., under ... The reactants are CCOC(=O)c1cc(C23CC4CC(CC(C4)C2)C3)c[nH]1, C1CCOC1, C[Si](C)(C)[N-][Si](C)(C)C, CCOC(C)=O, CI, [K+]. The product is CCOC(=O)c1cc(C23CC4CC(CC(C4)C2)C3)cn1C. RXN SMILES: [C:1]12([c:11]3[cH:12][nH:13][c:14]([C:16](=[O:17])[O:18][CH2:19][CH3:20])[cH:15]3)[CH2:2][CH:3]3[CH2:4][CH:5]([CH2:6][CH:7]([CH2:8]1)[CH2:9]3)[CH2:10]2.[CH2:39]1[O:40][CH2:41][CH2:42][CH2:43]1.[CH3:21][Si:22]([N-:23][Si:24]([CH3:25])([CH3:26])[CH3:27])([CH3:28])[CH3:29].[CH3:33][CH2:34][O:35][C:36](=[O:37])[CH3:38].[I:31][CH3:32].[K+:30]>>[C:1]12([c:11]3[cH:12][n:13]([CH3:21])[c:14]([C:16](=[O:17])[O:18][CH2:19][CH3:20])[cH:15]3)[CH2:2][CH:3]3[CH2:4][CH:5]([CH2:6][CH:7]([CH2:8]1)[CH2:9]3)[CH2:10]2. Yield: 76.0%. As a reaction SMILES: [F:1][C:2]([F:7])([F:6])[C:3]([OH:5])=[O:4].[CH2:8]([O:12][C:13]1([C:17]2[CH:22]=[CH:21][CH:20]=[CH:19][C:18]=2[CH3:23])[CH2:16][NH:15][CH2:14]1)[CH2:9][CH2:10][CH3:11].C(OC(N1CCC1)=O)(C)(C)C>ClCCl>[F:1][C:2]([F:7])([F:6])[C:3]([OH:5])=[O:4].[CH2:8]([O:12][C:13]1([C:17]2[CH:22]=[CH:21][CH:20]=[CH:19][C:18]=2[CH3:23])[CH2:14][NH:15][CH2:16]1)[CH2:9][CH2:10][CH3:11] |f:1.2,4.5|. Starting materials: FC(C(=O)O)(F)F (trifluoroacetic acid), C(CCC)OC1(CNC1)C1=C(C=CC=C1)C.C(C)(C)(C)OC(=O)N1CCC1 (3-butoxy-3-o-tolyl-azetidine 1-(tert-butoxycarbonyl)azetidine). Reaction conditions: time 3 hour. Procedure: 1 ml of trifluoroacetic acid is added to a solution containing 500 mg (1.65 mmol) of 3-butoxy-3-o-tolyl-azetidine-1-(tert-butoxycarbonyl)azetidine dissolved in 5 ml of dichloromethane. The reaction medium is stirred at ambient temperature for 3 hours and then concentrated. The crude product obtained is purified by silica gel chromatography (eluent: 90/10 dichloromethane/methanol). 400 mg in the form of a pale yellow powder are obtained with a yield of 76%. Solvent: ClCCl (dichloromethane). Yields the product FC(C(=O)O)(F)F.C(CCC)OC1(CNC1)C1=C(C=CC=C1)C (3-butoxy-3-o-tolylazetidine trifluoroacetate).